Dataset: the Open Reaction Database (ORD), a public repository of structured organic reaction records. Task: describe an organic reaction: reactants, conditions, products, and yield Reactants: O=C1C(CNC2=C(N1)C=C(C=C2)C)NC(=O)OC(C)(C)C (2-Oxo-3-tert-butoxycarbonylamino-8-methyl-1,3,4,5-tetrahydro-2H-1,5-benzodiazepine), O (Water), C(C(C)(C)C)(=O)Cl (pivaloyl chloride), N1=CC=CC=C1 (pyridine). Solvent: C(Cl)Cl (methylene chloride). Yields the product O=C1C(CN(C2=C(N1)C=C(C=C2)C)C(C(C)(C)C)=O)NC(=O)OC(C)(C)C (2-oxo-3-tert-butoxycarbonylamino-5-pivaloyl-8-methyl-1,3,4,5-tetrahydro-2H-1,5-benzodiazepine). Yield: 55.6%. As a reaction SMILES: [O:1]=[C:2]1[NH:8][C:7]2[CH:9]=[C:10]([CH3:13])[CH:11]=[CH:12][C:6]=2[NH:5][CH2:4][CH:3]1[NH:14][C:15]([O:17][C:18]([CH3:21])([CH3:20])[CH3:19])=[O:16].[C:22](Cl)(=[O:27])[C:23]([CH3:26])([CH3:25])[CH3:24].N1C=CC=CC=1.O>C(Cl)Cl>[O:1]=[C:2]1[NH:8][C:7]2[CH:9]=[C:10]([CH3:13])[CH:11]=[CH:12][C:6]=2[N:5]([C:22](=[O:27])[C:23]([CH3:26])([CH3:25])[CH3:24])[CH2:4][CH:3]1[NH:14][C:15]([O:17][C:18]([CH3:21])([CH3:20])[CH3:19])=[O:16]. Procedure: 2-Oxo-3-tert-butoxycarbonylamino-8-methyl-1,3,4,5-tetrahydro-2H-1,5-benzodiazepine (30.0 g) obtained from Referential Example 7 was dissolved in methylene chloride (300 ml), pivaloyl chloride (15.0 g) and pyridine (9.8 g) were added thereto, the mixture was refluxed for 2 hours and 30 minutes. The reaction mixture was allowed to cool, Water was added, and extracted with chloroform. The organic layer was successively washed with saturated aqueous sodium bicarbonate, water, and saturated brine, dr... Reactants: CN(CCCN)C (3-dimethylaminopropylamine), COC1=C(C=O)C=CC(=C1)OC (2,4-dimethoxybenzaldehyde), C(C)(=O)O[BH-](OC(C)=O)OC(C)=O.[Na+] (sodium triacetoxyborohydride). Solvent: CO (methanol). Run at time 10 hour. Product: COC1=C(CNCCCN(C)C)C=CC(=C1)OC (N-(2,4-dimethoxybenzyl)-N-(3-dimethylaminopropyl)amine). The yield is 95.3%. Reaction SMILES: [CH3:1][N:2]([CH3:7])[CH2:3][CH2:4][CH2:5][NH2:6].[CH3:8][O:9][C:10]1[CH:17]=[C:16]([O:18][CH3:19])[CH:15]=[CH:14][C:11]=1[CH:12]=O.C(O[BH-](OC(=O)C)OC(=O)C)(=O)C.[Na+]>CO>[CH3:8][O:9][C:10]1[CH:17]=[C:16]([O:18][CH3:19])[CH:15]=[CH:14][C:11]=1[CH2:12][NH:6][CH2:5][CH2:4][CH2:3][N:2]([CH3:7])[CH3:1] |f:2.3|. Reported procedure: A mixture of 3-dimethylaminopropylamine (3.06 g), 2,4-dimethoxybenzaldehyde (6.0 g) and sodium triacetoxyborohydride (9.54 g) in methanol (20 mL) was stirred at room temperature for 10 hours. The mixture was concentrated under vacuum and the residue was dissolved in ethyl acetate and washed with water and brine, dried (Na2SO4) and filtered. The filtrate was evaporated to dryness to give N-(2,4-dimethoxybenzyl)-N-(3-dimethylaminopropyl)amine (7.2 g) as a brown oil which was used directly without ... Starting materials: C1CCOC1, CO, CCOC(=O)c1coc(N)n1, [Na+], [OH-]. Product: Nc1nc(C(=O)[O-])co1, [Na+]. Reaction SMILES: [CH2:14]1[O:15][CH2:16][CH2:17][CH2:18]1.[CH3:19][OH:20].[NH2:1][c:2]1[o:3][cH:4][c:5]([C:7](=[O:8])[O:9][CH2:10][CH3:11])[n:6]1.[Na+:13].[OH-:12]>>[NH2:1][c:2]1[o:3][cH:4][c:5]([C:7](=[O:8])[O-:9])[n:6]1.[Na+:13]. Reactants: BrB(Br)Br, CCOC(=O)C1(C2NCCc3c2[nH]c2ccc(OC)cc32)CCC1, [Cl-], ClCCl, Cl, [NH4+]. The product is CCOC(=O)C1(C2NCCc3c2[nH]c2ccc(O)cc32)CCC1. As a reaction SMILES: [B:1]([Br:2])([Br:3])[Br:4].[CH3:6][O:7][c:8]1[cH:9][c:10]2[c:11]3[c:16]([nH:17][c:18]2[cH:19][cH:20]1)[CH:15]([C:21]1([C:25](=[O:26])[O:27][CH2:28][CH3:29])[CH2:22][CH2:23][CH2:24]1)[NH:14][CH2:13][CH2:12]3.[Cl-:30].[Cl:32][CH2:33][Cl:34].[ClH:5].[NH4+:31]>>[OH:7][c:8]1[cH:9][c:10]2[c:11]3[c:16]([nH:17][c:18]2[cH:19][cH:20]1)[CH:15]([C:21]1([C:25](=[O:26])[O:27][CH2:28][CH3:29])[CH2:22][CH2:23][CH2:24]1)[NH:14][CH2:13][CH2:12]3. The reactants are CN(CCO)C (2-(dimethylamino)ethanol), ClC1=CC=C(C=N1)\C(=C(\CC)/C1=CC=CC=C1)\C1=CC=C(C=C1)O ((Z)-4-(1-(6-chloropyridin-3-yl)-2-phenylbut-1-enyl)phenol). Product: CN(CCOC1=CC=C(C=N1)\C(=C(\CC)/C1=CC=CC=C1)\C1=CC=C(C=C1)O)C ((Z)-4-(1-(6-(2-(dimethylamino)ethoxy)pyridin-3-yl)-2-phenylbut-1-enyl)phenol). The yield is 74.9%. RXN SMILES: [CH3:1][N:2]([CH3:6])[CH2:3][CH2:4][OH:5].Cl[C:8]1[N:13]=[CH:12][C:11](/[C:14](/[C:24]2[CH:29]=[CH:28][C:27]([OH:30])=[CH:26][CH:25]=2)=[C:15](\[C:18]2[CH:23]=[CH:22][CH:21]=[CH:20][CH:19]=2)/[CH2:16][CH3:17])=[CH:10][CH:9]=1>>[CH3:1][N:2]([CH3:6])[CH2:3][CH2:4][O:5][C:8]1[N:13]=[CH:12][C:11](/[C:14](/[C:24]2[CH:25]=[CH:26][C:27]([OH:30])=[CH:28][CH:29]=2)=[C:15](\[C:18]2[CH:23]=[CH:22][CH:21]=[CH:20][CH:19]=2)/[CH2:16][CH3:17])=[CH:10][CH:9]=1. Procedure details: Following the same procedure as described in example 3, 2-(dimethylamino)ethanol (798 mg, 10 eq) and (Z)-4-(1-(6-chloropyridin-3-yl)-2-phenylbut-1-enyl)phenol (300 mg, 1 eq, prepared from example 1) were reacted to get the desired product (260 mg, 75% yield). 1H NMR (400 MHz, CDCl3) δ 7.54 (s, 1H), 7.14-7.20 (m, 2H), 7.01-7.09 (m, 5H), 6.93 (d, J=8.0 Hz, 1H), 6.78 (d, J=8.0 Hz, 2H), 5.84 (d, J=8.8 Hz, 1H), 4.22 (t, J=5.2 Hz, 2H), 2.70 (t, J=5.2 Hz, 2H), 2.50 (q, J=7.2 Hz, 2H), 2.35 (s, 6H), 0.91... Starting materials: CCO, COc1ccnc(CCl)c1C, Cl, COc1cc2[nH]c(S)nc2c(OC(F)F)c1OC, [Na+], [OH-], O. Reaction SMILES: [CH3:34][CH2:35][OH:36].[Cl:20][CH2:21][c:22]1[n:23][cH:24][cH:25][c:26]([O:29][CH3:30])[c:27]1[CH3:28].[ClH:19].[F:1][CH:2]([O:3][c:4]1[c:5]([O:16][CH3:17])[c:6]([O:14][CH3:15])[cH:7][c:8]2[nH:9][c:10]([SH:13])[n:11][c:12]12)[F:18].[Na+:32].[OH-:31].[OH2:33]>>[F:1][CH:2]([O:3][c:4]1[c:5]([O:16][CH3:17])[c:6]([O:14][CH3:15])[cH:7][c:8]2[nH:9][c:10]([S:13][CH2:21][c:22]3[n:23][cH:24][cH:25][c:26]([O:29][CH3:30])[c:27]3[CH3:28])[n:11][c:12]12)[F:18]. The product is COc1ccnc(CSc2nc3c(OC(F)F)c(OC)c(OC)cc3[nH]2)c1C. The reactants are CCOC(=O)C(CCCc1ccccc1)(CC(=O)N1CCOCC1)C(=O)OCC, CCO, O. Yields the product CCOC(=O)C(CCCc1ccccc1)(CC(=O)N1CCOCC1)C(=O)O. RXN SMILES: [CH2:1]([CH3:2])[O:3][C:4]([C:5]([C:6](=[O:7])[O:8][CH2:9][CH3:10])([CH2:11][CH2:12][CH2:13][c:14]1[cH:15][cH:16][cH:17][cH:18][cH:19]1)[CH2:20][C:21](=[O:22])[N:23]1[CH2:24][CH2:25][O:26][CH2:27][CH2:28]1)=[O:29].[CH3:31][CH2:32][OH:33].[OH2:30]>>[CH2:1]([CH3:2])[O:3][C:4]([C:5]([C:6](=[O:7])[OH:8])([CH2:11][CH2:12][CH2:13][c:14]1[cH:15][cH:16][cH:17][cH:18][cH:19]1)[CH2:20][C:21](=[O:22])[N:23]1[CH2:24][CH2:25][O:26][CH2:27][CH2:28]1)=[O:29]. The product is CC(O)c1cc(F)cc(C#N)c1F. Reaction SMILES: [Br:1][c:2]1[c:3]([F:12])[c:4]([CH:5]([CH3:6])[OH:7])[cH:8][c:9]([F:11])[cH:10]1.[C-:21]#[N:22].[Cu:13][C:14]#[N:15].[Na+:23].[O:16]=[CH:17][N:18]([CH3:19])[CH3:20].[OH2:24]>>[c:2]1([C:14]#[N:15])[c:3]([F:12])[c:4]([CH:5]([CH3:6])[OH:7])[cH:8][c:9]([F:11])[cH:10]1. Reactants: CC(O)c1cc(F)cc(Br)c1F, [C-]#N, N#C[Cu], [Na+], CN(C)C=O, O. Isolated yield 85.1%. Reactants: [N+](=O)([O-])C1=CC=C(C(=O)N2C(CCC2)C(=O)OC)C=C1 (N-(4-nitrobenzoyl)-2-carbomethoxypyrrolidine). As a reaction SMILES: [N+:1]([C:4]1[CH:20]=[CH:19][C:7]([C:8]([N:10]2[CH2:14][CH2:13][CH2:12][CH:11]2[C:15]([O:17][CH3:18])=[O:16])=[O:9])=[CH:6][CH:5]=1)([O-])=O>CO.[Pd]>[NH2:1][C:4]1[CH:20]=[CH:19][C:7]([C:8]([N:10]2[CH2:14][CH2:13][CH2:12][CH:11]2[C:15]([O:17][CH3:18])=[O:16])=[O:9])=[CH:6][CH:5]=1. Product: NC1=CC=C(C(=O)N2C(CCC2)C(=O)OC)C=C1 (N-(4-Aminobenzoyl)-2-carbomethoxypyrrolidine). The reagents and catalysts are [Pd] (Pd-C). Procedure details: N-(4-nitrobenzoyl)-2-carbomethoxypyrrolidine (0.54 g, 1.94 mmol) in MeOH (50 mL) with 10% Pd-C (0.10 g) was shaken under an atmosphere of H2 gas (50 psi) for 4 h. The reaction was filtered through a plug of Celite® and evaporated to give 0.41 g of the aniline; LRMS (M+H)+ m/z=249. Run in CO (MeOH). Reactants: [Br-], C[Mg+], CS(=O)(=O)Cl, O=Cc1ccc(F)nc1, C1CCOC1. Product: CC(Br)c1ccc(F)nc1. As a reaction SMILES: [Br-:15].[CH3:16][Mg+:17].[CH3:18][S:19](=[O:20])(=[O:21])[Cl:22].[F:1][c:2]1[n:3][cH:4][c:5]([CH:8]=[O:9])[cH:6][cH:7]1.[O:10]1[CH2:11][CH2:12][CH2:13][CH2:14]1>>[F:1][c:2]1[n:3][cH:4][c:5]([CH:8]([Br:15])[CH3:16])[cH:6][cH:7]1.